From a dataset of the Open Reaction Database (ORD), a public repository of structured organic reaction records. describe an organic reaction: reactants, conditions, products, and yield Reactants: CC1=C(C=CC(=C1)C)N1CCN(CC1)CCN (4-(2,4-dimethylphenyl)piperazin-1-ylethylamine), C(C)(C)(C)N1N=C(C=C1CC(C)C)C=O (1-t-butyl-5-iso-butylpyrazole-3-carbaldehyde). The product is C(C)(C)(C)N1N=C(C=C1CC(C)C)CNCCN1CCN(CC1)C1=C(C=C(C=C1)C)C (1-t-butyl-5-iso-butyl-3-{2-[4-(2,4-dimethylphenyl)piperazin-1-yl]ethyl}aminomethylpyrazole). The yield is 98.7%. Reaction SMILES: [CH3:1][C:2]1[CH:7]=[C:6]([CH3:8])[CH:5]=[CH:4][C:3]=1[N:9]1[CH2:14][CH2:13][N:12]([CH2:15][CH2:16][NH2:17])[CH2:11][CH2:10]1.[C:18]([N:22]1[C:26]([CH2:27][CH:28]([CH3:30])[CH3:29])=[CH:25][C:24]([CH:31]=O)=[N:23]1)([CH3:21])([CH3:20])[CH3:19]>>[C:18]([N:22]1[C:26]([CH2:27][CH:28]([CH3:29])[CH3:30])=[CH:25][C:24]([CH2:31][NH:17][CH2:16][CH2:15][N:12]2[CH2:13][CH2:14][N:9]([C:3]3[CH:4]=[CH:5][C:6]([CH3:8])=[CH:7][C:2]=3[CH3:1])[CH2:10][CH2:11]2)=[N:23]1)([CH3:21])([CH3:20])[CH3:19]. Reported procedure: Compound 28 was prepared using the same method as that of Example 1 except that 4-(2,4-dimethylphenyl)piperazin-1-ylethylamine and 1-t-butyl-5-iso-butylpyrazole-3-carbaldehyde were used. Reactants: [N+](=O)([O-])C1=C(C=CC(=C1)NC(CC)=O)OC (2-nitro-4-propionamidoanisole), CO (methanol), aqueous solution, N (ammonia), suspension, [H][H] (hydrogen). Reagents/catalysts: [Pd] (palladium on activated charcoal). Run in O (water), O (water). Run at time 1 hour. Product: COC1=C(N)C=C(C=C1)NC(CC)=O (2-Methoxy-5-propionamidoaniline). Reaction SMILES: [N+:1]([C:4]1[CH:9]=[C:8]([NH:10][C:11](=[O:14])[CH2:12][CH3:13])[CH:7]=[CH:6][C:5]=1[O:15][CH3:16])([O-])=O.CO.N.[H][H]>[Pd].O>[CH3:16][O:15][C:5]1[CH:6]=[CH:7][C:8]([NH:10][C:11](=[O:14])[CH2:12][CH3:13])=[CH:9][C:4]=1[NH2:1]. Procedure details: 114 parts of 2-nitro-4-propionamidoanisole, 160 parts of methanol, 2.5 parts of a 30% aqueous solution of ammonia and 1 part of a 50% suspension of palladium on activated charcoal, moist with water, in 2 parts of water are charged to an autoclave equipped with an aerating stirrer. The autoclave is pressurised with hydrogen and, at a pressure of 18 bar and a temperature of 80° C., hydrogenation is carried out for 1 hour. 2-Methoxy-5-propionamidoaniline is obtained in quantitative yield in a purit... Reactants: COC=1C=C(C=CC1OC)C(C(=O)OCC)(C)C (ethyl 2-(3,4-dimethoxyphenyl)-2-methylpropanoate), O.NN (hydrazine hydrate), O.NN (hydrazine hydrate). Solvent: CO (MeOH). Run at time 12 hour. The product is COC=1C=C(C=CC1OC)C(C(=O)NN)(C)C (2-(3,4-dimethoxyphenyl)-2-methylpropanehydrazide). Yield: 102.5%. RXN SMILES: [CH3:1][O:2][C:3]1[CH:4]=[C:5]([C:11]([CH3:18])([CH3:17])[C:12](OCC)=[O:13])[CH:6]=[CH:7][C:8]=1[O:9][CH3:10].O.[NH2:20][NH2:21]>CO>[CH3:1][O:2][C:3]1[CH:4]=[C:5]([C:11]([CH3:18])([CH3:17])[C:12]([NH:20][NH2:21])=[O:13])[CH:6]=[CH:7][C:8]=1[O:9][CH3:10] |f:1.2|. Reported procedure: A solution of ethyl 2-(3,4-dimethoxyphenyl)-2-methylpropanoate (2.84 g, 11.26 mmol) and hydrazine hydrate (7.00 mL, 112.56 mmol) in MeOH (15 mL) was heated at 110° C. in a sealed tube. After 12 h, additional hydrazine hydrate (10 mL) was added to the reaction mixture, which then was heated for additional 6 h. The cooled mixture was concentrated to afford 2-(3,4-dimethoxyphenyl)-2-methylpropanehydrazide (2.75 g, quant) as a liquid. 1H NMR (400 MHz, CDCl3) δ 6.94-6.91 (m, 1H), 6.87-6.81 (m, 2H), 3... Reactants: CI (methyl iodide), C(C)(=O)OCC (Ethyl acetate), COC([C@@H](NC(=O)OCC1=NC=CC=C1)CC(C)C)=O (N-(2-pyridinylmethoxycarbonyl)-L-leucine methyl ester), [H-].[Na+] (Sodium hydride). Run in C1CCOC1 (THF), O (water). Conditions: temperature 0 celsius, time 5 hour. The product is COC([C@@H](N(C(=O)OCC1=NC=CC=C1)C)CC(C)C)=O (N-methyl-N-(2-pyridinylmethoxycarbonyl)-L-leucine Methyl Ester). Isolated yield 46.0%. As a reaction SMILES: [CH3:1][O:2][C:3](=[O:20])[C@H:4]([CH2:16][CH:17]([CH3:19])[CH3:18])[NH:5][C:6]([O:8][CH2:9][C:10]1[CH:15]=[CH:14][CH:13]=[CH:12][N:11]=1)=[O:7].CI.[H-].[Na+].[C:25](OCC)(=O)C>C1COCC1.O>[CH3:1][O:2][C:3](=[O:20])[C@H:4]([CH2:16][CH:17]([CH3:18])[CH3:19])[N:5]([CH3:25])[C:6]([O:8][CH2:9][C:10]1[CH:15]=[CH:14][CH:13]=[CH:12][N:11]=1)=[O:7] |f:2.3|. Procedure: N-(2-pyridinylmethoxycarbonyl)-L-leucine methyl ester (490 mg, 1.75 mmol) was dissolved in THF (7.0 mL) and methyl iodide (0.435 mL, 6.99 mmol) was added. The reaction mixture was cooled to 0° C. in a flask protected from moisture. Sodium hydride dispersion (236 mg, 2.62 mmol) was added cautiously and the suspension was stirred for 5 hours at room temperature. Ethyl acetate was then added, followed by water, dropwise. The solution was concentrated in vacuo, and the oily residue partitioned betwe...